Dataset: the Open Reaction Database (ORD), a public repository of structured organic reaction records. Task: describe an organic reaction: reactants, conditions, products, and yield Reactants: C(C)N1C(=NN=C1C=1OC=CC1)SCC1=NOC(=N1)C=1C=C(C#N)C=CC1F (3-[3-(4-Ethyl-5-furan-2-yl-4H-[1,2,4]triazol-3-ylsulfanylmethyl)-[1,2,4]oxadiazol-5-yl]-4-fluoro-benzonitrile), 2-(methylsulfonyl-ethanol), [H-].[Na+] (NaH), CN(C)C=O (DMF). Run at time 20 minute. The product is C(C)N1C(=NN=C1C=1OC=CC1)SCC1=NOC(=N1)C=1C=C(C#N)C=CC1O (3-[3-(4-Ethyl-5-furan-2-yl-4H-[1,2,4]triazol-3-ylsulfanylmethyl)-[1,2,4]oxadiazol-5-yl]-4-hydroxy-benzonitrile). The yield is 41.0%. RXN SMILES: [CH2:1]([N:3]1[C:7]([C:8]2[O:9][CH:10]=[CH:11][CH:12]=2)=[N:6][N:5]=[C:4]1[S:13][CH2:14][C:15]1[N:19]=[C:18]([C:20]2[CH:21]=[C:22]([CH:25]=[CH:26][C:27]=2F)[C:23]#[N:24])[O:17][N:16]=1)[CH3:2].[H-].[Na+].CN(C=[O:35])C>>[CH2:1]([N:3]1[C:7]([C:8]2[O:9][CH:10]=[CH:11][CH:12]=2)=[N:6][N:5]=[C:4]1[S:13][CH2:14][C:15]1[N:19]=[C:18]([C:20]2[CH:21]=[C:22]([CH:25]=[CH:26][C:27]=2[OH:35])[C:23]#[N:24])[O:17][N:16]=1)[CH3:2] |f:1.2|. Procedure: The title compound was prepared using the general procedure of Rogers et al., Tetrahedron Letters (2002) 43: 3585-3587. To a stirring solution of 3-[3-(4-Ethyl-5-furan-2-yl-4H-[1,2,4]triazol-3-ylsulfanylmethyl)-[1,2,4]oxadiazol-5-yl]-4-fluoro-benzonitrile (20 mg, 0.050 mmol), 2-(methylsulfonyl-ethanol) (9.38 mg, 0.075 mmol), and DMF (0.05 M) at 0° C. was added NaH (5.8 mg, 0.150 mmol). Stirred for 20 min and removed the ice bath. Stirred an additional 20 min while warming to room temperature. Th...